From a dataset of the Open Reaction Database (ORD), a public repository of structured organic reaction records. describe an organic reaction: reactants, conditions, products, and yield The reactants are C=1C=C[N+](=C(C1)S)[O-].C(C(=C)C)(=O)[O-] (pyrithione methacrylate), C(C(=C)C)(=O)OC (methyl methacrylate), CC(C)(C#N)N=NC(C)(C)C#N (AIBN), C1(=CC=CC=C1)C (toluene). The solvent is C(Cl)Cl (methylene chloride). Reaction conditions: time 16 hour. Product: C=1C=C[N+](=C(C1)S)[O-].C(C(=C)C)(=O)[O-].C(C(=C)C)(=O)OC (Pyrithione Methacrylate Methyl Methacrylate). Yield: 1472.7%. RXN SMILES: [CH:1]1[CH:2]=[CH:3][N+:4]([O-:8])=[C:5]([SH:7])[CH:6]=1.[C:9]([O-:14])(=[O:13])[C:10]([CH3:12])=[CH2:11].[C:15]([O:20][CH3:21])(=[O:19])[C:16]([CH3:18])=[CH2:17].CC(N=NC(C#N)(C)C)(C#N)C.C1(C)C=CC=CC=1>C(Cl)Cl>[CH:1]1[CH:2]=[CH:3][N+:4]([O-:8])=[C:5]([SH:7])[CH:6]=1.[C:9]([O-:14])(=[O:13])[C:10]([CH3:12])=[CH2:11].[C:15]([O:20][CH3:21])(=[O:19])[C:16]([CH3:18])=[CH2:17] |f:0.1,6.7.8|. Procedure details: A 6-ml flask was charged with 0.097 g of pyrithione methacrylate (0.5 mmole), 2.60 ml of methyl methacrylate (24.5 mmole), 0.083 g of AIBN (0.5 mmole), and 3 ml of toluene. The flask was sealed and placed in an oven at 80° C. for 16 hours. After cooling to room temperature, the product was diluted with 10 ml of methylene chloride and filtered. The solution was concentrated via roto-evaporation, and 2.30 g of the desired product was isolated as a white polymeric material for a 90.2% yield. The st... Starting materials: BrCc1ccccc1, C1CCOC1, CS(=O)(=O)N(CC1CC1)c1ccccc1N1CCN(C(=O)C(O)Cc2ccc(Cl)cc2)CC1, [H-], [Na+]. Product: CS(=O)(=O)N(CC1CC1)c1ccccc1N1CCN(C(=O)C(Cc2ccc(Cl)cc2)OCc2ccccc2)CC1. As a reaction SMILES: [Br:36][CH2:37][c:38]1[cH:39][cH:40][cH:41][cH:42][cH:43]1.[CH2:44]1[O:45][CH2:46][CH2:47][CH2:48]1.[Cl:1][c:2]1[cH:3][cH:4][c:5]([CH2:8][CH:9]([C:10](=[O:11])[N:12]2[CH2:13][CH2:14][N:15]([c:18]3[c:19]([N:24]([S:25](=[O:26])(=[O:27])[CH3:28])[CH2:29][CH:30]4[CH2:31][CH2:32]4)[cH:20][cH:21][cH:22][cH:23]3)[CH2:16][CH2:17]2)[OH:33])[cH:6][cH:7]1.[H-:35].[Na+:34]>>[Cl:1][c:2]1[cH:3][cH:4][c:5]([CH2:8][CH:9]([C:10](=[O:11])[N:12]2[CH2:13][CH2:14][N:15]([c:18]3[c:19]([N:24]([S:25](=[O:26])(=[O:27])[CH3:28])[CH2:29][CH:30]4[CH2:31][CH2:32]4)[cH:20][cH:21][cH:22][cH:23]3)[CH2:16][CH2:17]2)[O:33][CH2:37][c:38]2[cH:39][cH:40][cH:41][cH:42][cH:43]2)[cH:6][cH:7]1. Starting materials: BrCC(=O)C1=CC=C(C=C1)Cl (α-bromo-p-chloroacetophenone), CC(=O)C (acetone), C1(=CC=CC=C1)O (phenol), C([O-])([O-])=O.[K+].[K+] (potassium carbonate). The solvent is O (water). The product is O(C1=CC=CC=C1)CC(=O)C1=CC=C(C=C1)Cl (α-phenoxy-p-chloroacetophenone). As a reaction SMILES: Br[CH2:2][C:3]([C:5]1[CH:10]=[CH:9][C:8]([Cl:11])=[CH:7][CH:6]=1)=[O:4].[C:12]1([OH:18])[CH:17]=[CH:16][CH:15]=[CH:14][CH:13]=1.C(=O)([O-])[O-].[K+].[K+].CC(C)=O>O>[O:18]([CH2:2][C:3]([C:5]1[CH:10]=[CH:9][C:8]([Cl:11])=[CH:7][CH:6]=1)=[O:4])[C:12]1[CH:17]=[CH:16][CH:15]=[CH:14][CH:13]=1 |f:2.3.4|. Procedure details: A mixture of 23.3 g. (0.1 mol.) of α-bromo-p-chloroacetophenone, 10.0 g. (0.1 mol.) of phenol and 14.5 g. (0.1 mol.) of potassium carbonate in 65 ml. of dry acetone is refluxed for 12 hours. The reaction mixture is cooled, poured into 500 ml. of water and the precipitate formed is collected by filtration and recrystallized from ethanol to give α-phenoxy-p-chloroacetophenone. Reactants: ClC=1C=C(CN2[C@@H](C[C@@H](C2)N(C)CC2=C(C=C(C=C2)F)F)C(=O)O)C=CC1 ((2S,4S)-1-(3-Chloro-benzyl)-4-[(2,4-difluoro-benzyl)-methyl-amino]-pyrrolidine-2-carboxylic acid), N1(CCNCC1)C1=C(C#N)C=CC=C1 (2-piperazin-1-yl-benzonitrile). The product is ClC=1C=C(CN2[C@@H](C[C@@H](C2)N(C)CC2=C(C=C(C=C2)F)F)C(=O)N2CCN(CC2)C2=C(C#N)C=CC=C2)C=CC1 (2-(4-{(2S,4S)-1-(3-Chloro-benzyl)-4-[(2,4-difluoro-benzyl)-methyl-amino]-pyrrolidine-2-carbonyl}-piperazin-1-yl)-benzonitrile). The yield is 9.0%. As a reaction SMILES: [Cl:1][C:2]1[CH:3]=[C:4]([CH:25]=[CH:26][CH:27]=1)[CH2:5][N:6]1[CH2:10][C@@H:9]([N:11]([CH2:13][C:14]2[CH:19]=[CH:18][C:17]([F:20])=[CH:16][C:15]=2[F:21])[CH3:12])[CH2:8][C@H:7]1[C:22]([OH:24])=O.[N:28]1([C:34]2[CH:41]=[CH:40][CH:39]=[CH:38][C:35]=2[C:36]#[N:37])[CH2:33][CH2:32][NH:31][CH2:30][CH2:29]1>>[Cl:1][C:2]1[CH:3]=[C:4]([CH:25]=[CH:26][CH:27]=1)[CH2:5][N:6]1[CH2:10][C@@H:9]([N:11]([CH2:13][C:14]2[CH:19]=[CH:18][C:17]([F:20])=[CH:16][C:15]=2[F:21])[CH3:12])[CH2:8][C@H:7]1[C:22]([N:31]1[CH2:30][CH2:29][N:28]([C:34]2[CH:41]=[CH:40][CH:39]=[CH:38][C:35]=2[C:36]#[N:37])[CH2:33][CH2:32]1)=[O:24]. Procedure: As described for Example 64e, (2S,4S)-1-(3-Chloro-benzyl)-4-[(2,4-difluoro-benzyl)-methyl-amino]-pyrrolidine-2-carboxylic acid (1 mmol) was converted, using 2-piperazin-1-yl-benzonitrile instead of 2-cyclohexyl-1,3,8-triaza-spiro[4.5]dec-1-en-4-one, to the title compound (51 mg) in 9% yield as colorless oil. MS m/e=565.1 [M+H]+. Reaction SMILES: [C:43](=[O:44])([O-:45])[O-:46].[CH2:1]([CH3:2])[O:3][C:4]([C:5]([CH3:6])([CH3:7])[O:8][c:9]1[c:10]([CH3:16])[cH:11][c:12]([OH:15])[cH:13][cH:14]1)=[O:17].[CH3:18][c:19]1[c:20]([CH2:30][CH2:31][O:32][S:33]([c:34]2[cH:35][cH:36][c:37]([CH3:38])[cH:39][cH:40]2)(=[O:41])=[O:42])[n:21][c:22](-[c:24]2[cH:25][cH:26][cH:27][cH:28][cH:29]2)[o:23]1.[Cs+:47].[Cs+:48].[O:49]=[CH:50][N:51]([CH3:52])[CH3:53]>>[CH2:1]([CH3:2])[O:3][C:4]([C:5]([CH3:6])([CH3:7])[O:8][c:9]1[c:10]([CH3:16])[cH:11][c:12]([O:15][CH2:31][CH2:30][c:20]2[c:19]([CH3:18])[o:23][c:22](-[c:24]3[cH:25][cH:26][cH:27][cH:28][cH:29]3)[n:21]2)[cH:13][cH:14]1)=[O:17]. Yields the product CCOC(=O)C(C)(C)Oc1ccc(OCCc2nc(-c3ccccc3)oc2C)cc1C. Starting materials: O=C([O-])[O-], CCOC(=O)C(C)(C)Oc1ccc(O)cc1C, Cc1ccc(S(=O)(=O)OCCc2nc(-c3ccccc3)oc2C)cc1, [Cs+], [Cs+], CN(C)C=O. Reactants: [CH2-]CCC[CH2-].[Mg+2].[Mg+2].[Br-].[Br-] (pentamethylenebis(magnesium bromide)), CC(CN[C@H]1C[C@H](CN(C1)C(=O)OC(C)(C)C)C(=O)OC)C (1-tert-Butyl 3-methyl (3R,5S)-5-[(2-methylpropyl)amino]piperidine-1,3-dicarboxylate), [Cl-].[NH4+] (ammonium chloride). Solvent: C1CCOC1 (THF), C1CCOC1 (THF). Run at time 3 hour. The product is OC1(CCCCC1)[C@H]1CN(C[C@H](C1)NCC(C)C)C(=O)OC(C)(C)C (tert-butyl (3R,5S)-3-(1-hydroxycyclohexyl)-5-[(2-methylpropyl)amino]piperidine-1-carboxylate). Reaction SMILES: [CH3:1][CH:2]([CH3:22])[CH2:3][NH:4][C@@H:5]1[CH2:10][N:9]([C:11]([O:13][C:14]([CH3:17])([CH3:16])[CH3:15])=[O:12])[CH2:8][C@H:7]([C:18]([O:20]C)=O)[CH2:6]1.[CH2-:23][CH2:24][CH2:25][CH2:26][CH2-:27].[Mg+2].[Mg+2].[Br-].[Br-].[Cl-].[NH4+]>C1COCC1>[OH:20][C:18]1([C@@H:7]2[CH2:6][C@H:5]([NH:4][CH2:3][CH:2]([CH3:1])[CH3:22])[CH2:10][N:9]([C:11]([O:13][C:14]([CH3:15])([CH3:16])[CH3:17])=[O:12])[CH2:8]2)[CH2:27][CH2:26][CH2:25][CH2:24][CH2:23]1 |f:1.2.3.4.5,6.7|. Procedure details: 1-tert-Butyl 3-methyl (3R,5S)-5-[(2-methylpropyl)amino]piperidine-1,3-dicarboxylate (3.0 g) was dissolved in THF (30 ml), a solution (15.2 ml) of 3 M pentamethylenebis(magnesium bromide) in THF was added dropwise under ice-cooling, and the mixture was stirred at room temperature for 3 hr. 2 N Aqueous ammonium chloride solution (50 ml) was added to the reaction solution under ice-cooling, and the mixture was extracted with ethyl acetate, and dried over anhydrous magnesium sulfate. The solvent was...